This data is from the Open Reaction Database (ORD), a public repository of structured organic reaction records. The task is: describe an organic reaction: reactants, conditions, products, and yield The reactants are [Br-], Cc1ccc2ccccc2c1Br, Cc1ccccc1, Cc1ccc2ccccc2c1[Mg+], Cl, CC(=O)[O-], CC(=O)[O-], O, P, [Pd+2], c1ccc(P(CCCCP(c2ccccc2)c2ccccc2)c2ccccc2)cc1, c1ccc(P(COc2ccc3ccccc3c2-c2c(OCP(c3ccccc3)c3ccccc3)ccc3ccccc23)c2ccccc2)cc1. Yields the product Cc1ccc2ccccc2c1-c1c(C)ccc2ccccc12. RXN SMILES: [Br-:1].[Br:14][c:15]1[c:16]([CH3:25])[cH:17][cH:18][c:19]2[cH:20][cH:21][cH:22][cH:23][c:24]12.[CH3:108][c:109]1[cH:110][cH:111][cH:112][cH:113][cH:114]1.[CH3:2][c:3]1[c:4]([Mg+:13])[c:5]2[cH:6][cH:7][cH:8][cH:9][c:10]2[cH:11][cH:12]1.[ClH:107].[O-:116][C:117]([CH3:118])=[O:119].[O-:120][C:121]([CH3:122])=[O:123].[OH2:124].[PH3:26].[Pd+2:115].[c:27]1([P:28]([c:29]2[cH:30][cH:31][cH:32][cH:33][cH:34]2)[CH2:35][CH2:36][CH2:37][CH2:38][P:39]([c:40]2[cH:41][cH:42][cH:43][cH:44][cH:45]2)[c:46]2[cH:47][cH:48][cH:49][cH:50][cH:51]2)[cH:52][cH:53][cH:54][cH:55][cH:56]1.[c:57]1([P:58]([CH2:59][O:60][c:61]2[cH:62][cH:63][c:64]3[c:65]([cH:66][cH:67][cH:68][cH:69]3)[c:70]2-[c:71]2[c:72]3[c:73]([cH:74][cH:75][cH:76][cH:77]3)[cH:78][cH:79][c:80]2[O:81][CH2:82][P:83]([c:84]2[cH:85][cH:86][cH:87][cH:88][cH:89]2)[c:90]2[cH:91][cH:92][cH:93][cH:94][cH:95]2)[c:96]2[cH:97][cH:98][cH:99][cH:100][cH:101]2)[cH:102][cH:103][cH:104][cH:105][cH:106]1>>[CH3:2][c:3]1[c:4](-[c:15]2[c:16]([CH3:25])[cH:17][cH:18][c:19]3[cH:20][cH:21][cH:22][cH:23][c:24]23)[c:5]2[cH:6][cH:7][cH:8][cH:9][c:10]2[cH:11][cH:12]1. The reactants are IC1=C(CO)C=CC=C1 (2-Iodobenzylalcohol), C(CO)O (ethylene glycol), COC1=CC=C(C=C1)S (4-methoxythiophenol), C(=O)([O-])[O-].[K+].[K+] (K2CO3). The reagents and catalysts are [Cu]I (CuI). The solvent is CC(C)O (2-propanol). Product: COC1=CC=C(C=C1)SC1=C(CO)C=CC=C1 (2-(4-methoxyphenyl)sulfanylbenzylalcohol). Yield: 88.9%. Reaction SMILES: I[C:2]1[CH:9]=[CH:8][CH:7]=[CH:6][C:3]=1[CH2:4][OH:5].[CH3:10][O:11][C:12]1[CH:17]=[CH:16][C:15]([SH:18])=[CH:14][CH:13]=1.C([O-])([O-])=O.[K+].[K+].C(O)CO>[Cu]I.CC(O)C>[CH3:10][O:11][C:12]1[CH:17]=[CH:16][C:15]([S:18][C:2]2[CH:9]=[CH:8][CH:7]=[CH:6][C:3]=2[CH2:4][OH:5])=[CH:14][CH:13]=1 |f:2.3.4|. Procedure: The general procedure in example 39 was followed. 2-Iodobenzylalcohol (234 mg, 1.0 mmol), 4-methoxythiophenol (123 μL, 1.0 mmol), CuI (10 mg, 0.05 mmol), K2CO3 (276 mg, 2.0 mmol), ethylene glycol (111 μL, 2.0 mmol) and 2-propanol (1.0 mL) were used to obtain the 2-(4-methoxyphenyl)sulfanylbenzylalcohol (219 mg, 89% yield) as colorless liquid. Column chromatographic solvent (hexane/ethyl acetate=5/1). Rf=0.3 (hexane/ethyl acetate=5/1). 1H NMR (CDCl3, 300 MHz) δ 7.40 (dd, 1 H, J=6.6 Hz, 1.5 Hz), 7... The reactants are ClC(=O)OCC1=CC=CC=C1 (benzyl chloroformate), [OH-].[Na+] (Sodium hydroxide), C(CN)N (ethylenediamine), C=1C=CC2=C(C1)C(OS2(=O)=O)(C=3C=C(C(=C(C3)Br)O)Br)C=4C=C(C(=C(C4)Br)O)Br (Bromophenol Blue), Cl (hydrochloric acid). Run in CO (methanol), O (water), CCOCC (ether). Conditions: temperature 25 celsius. Yields the product NCCNC(OCC1=CC=CC=C1)=O (benzyl N-(2-aminoethyl)carbamate). Yield: 52.4%. As a reaction SMILES: [CH2:1]([NH2:4])[CH2:2][NH2:3].C1C=CC2S(=O)(=O)OC(C3C=C(Br)C(O)=C(Br)C=3)(C3C=C(Br)C(O)=C(Br)C=3)C=2C=1.Cl.Cl[C:36]([O:38][CH2:39][C:40]1[CH:45]=[CH:44][CH:43]=[CH:42][CH:41]=1)=[O:37].[OH-].[Na+]>CCOCC.CO.O>[NH2:3][CH2:2][CH2:1][NH:4][C:36](=[O:37])[O:38][CH2:39][C:40]1[CH:45]=[CH:44][CH:43]=[CH:42][CH:41]=1 |f:4.5|. Reported procedure: A mixture of ethylenediamine (60 g, 1 mole), water (250 ml), methanol (500 ml) and Bromophenol Blue solution was acidified to pH 3 (yellow color) with hydrochloric acid (165 ml, 12 N). While the resulting solution was vigorously stirred at 25° C., benzyl chloroformate (100.6 g, 0.59 mole) was added dropwise (addition time 1.75 hours). Sodium hydroxide (210 ml, 5 N) was added as required to maintain the solution at pH 3.0-4.5. The methanol was removed at reduced pressure and the reaction mixture ... The reactants are FC=1C=C(C=CC1[N+](=O)[O-])S(=O)(=O)Cl (3-fluoro-4-nitro-benzenesulfonyl chloride), O1CC(C2C1OCC2)OC(NC(C(CNCC(C)C)O)CC2=CC=CC=C2)=O ((1-Benzyl-2-hydroxy-3-isobutylamino-propyl)-carbamic acid hexahydro-furo[2,3-b]furan-3-yl ester), C(=O)(O)[O-].[Na+] (NaHCO3), crude product, CC(C)O (2-propanol). Solvent: ClCCl (dichloro-methane), ClCCl (dichloromethane). Conditions: temperature 20 celsius. The product is O1CC(C2C1OCC2)OC(NC(C(CN(CC(C)C)S(=O)(=O)C2=CC(=C(C=C2)[N+](=O)[O-])F)O)CC2=CC=CC=C2)=O ({1-Benzyl-3-[(3-fluoro-4-nitro-benzenesulfonyl)-isobutyl-amino]-2-hydroxy-propyl}-carbamic acid hexahydro-furo[2,3-b]furan-3-yl ester). Reaction SMILES: [O:1]1[CH:5]2[O:6][CH2:7][CH2:8][CH:4]2[CH:3]([O:9][C:10](=[O:28])[NH:11][CH:12]([CH2:21][C:22]2[CH:27]=[CH:26][CH:25]=[CH:24][CH:23]=2)[CH:13]([OH:20])[CH2:14][NH:15][CH2:16][CH:17]([CH3:19])[CH3:18])[CH2:2]1.C([O-])(O)=O.[Na+].[F:34][C:35]1[CH:36]=[C:37]([S:44](Cl)(=[O:46])=[O:45])[CH:38]=[CH:39][C:40]=1[N+:41]([O-:43])=[O:42].CC(O)C>ClCCl>[O:1]1[CH:5]2[O:6][CH2:7][CH2:8][CH:4]2[CH:3]([O:9][C:10](=[O:28])[NH:11][CH:12]([CH2:21][C:22]2[CH:23]=[CH:24][CH:25]=[CH:26][CH:27]=2)[CH:13]([OH:20])[CH2:14][N:15]([S:44]([C:37]2[CH:38]=[CH:39][C:40]([N+:41]([O-:43])=[O:42])=[C:35]([F:34])[CH:36]=2)(=[O:46])=[O:45])[CH2:16][CH:17]([CH3:19])[CH3:18])[CH2:2]1 |f:1.2|. Procedure: (1-Benzyl-2-hydroxy-3-isobutylamino-propyl)-carbamic acid hexahydro-furo[2,3-b]-furan-3-yl ester (6) (9.81 g, 25 mmol, 1 equiv) was dissolved in dichloromethane (100 mL), followed by the addition of saturated NaHCO3 solution (100 mL). A solution of 3-fluoro-4-nitro-benzenesulfonyl chloride (6.11 g, 25.50 mmol, 1.02 equiv) in dichloro-methane (100 mL) was added drop wise to the previous solution. The solution was vigorously stirred at 20° C. After stirring for 4 h, the organic layer was separated... The reactants are [N+](=O)([O-])C1=CC=CC2=CC=CC=C12 (nitro-naphthalene), C(=O)[O-].[NH4+] (Ammonium formate). Reagents/catalysts: [Pd] (palladium-on-carbon). Solvent: CCOC(=O)C (EtOAc), CO (MeOH). Run at temperature 50 celsius, time 0.5 hour. Product: C1(=CC=CC2=CC=CC=C12)N (naphthyl-amine). RXN SMILES: [N+:1]([C:4]1[C:13]2[C:8](=[CH:9][CH:10]=[CH:11][CH:12]=2)[CH:7]=[CH:6][CH:5]=1)([O-])=O.C([O-])=O.[NH4+]>CCOC(C)=O.CO.[Pd]>[C:4]1([NH2:1])[C:13]2[C:8](=[CH:9][CH:10]=[CH:11][CH:12]=2)[CH:7]=[CH:6][CH:5]=1 |f:1.2|. Reported procedure: 5-Aza-benzimidazole (312 mg, 2.62 mmol, 1 equiv.) in 5 mL anhydrous DMSO was treated with potassium tert-butoxide (294 mg, 2.62 mmol, 1.0 equiv.) at room temperature. When the mixture was completely homogeneous, 4-fluoro-1-nitro-naphthalene (500 mg, 2.62 mmol, 1 equiv.) was added in one portion and the mixture was heated to 60° C. for 0.5 h. The reaction was allowed to cool, then quenched with dilute aqueous NaHCO3 solution. The product was extracted with a mixture of EtOAc, THF and acetone. The...